Dataset: the Open Reaction Database (ORD), a public repository of structured organic reaction records. Task: describe an organic reaction: reactants, conditions, products, and yield Starting materials: [C-]#N.[Na+] (NaCN), BrC=1C(=NC(=CC1)F)C (3-bromo-6-fluoro-2-methyl-pyridine), O (H2O). Solvent: CS(=O)C (DMSO). Reaction conditions: temperature 100 celsius, time 2 hour. Yields the product BrC=1C=CC(=NC1C)C#N (5-Bromo-6-methyl-pyridine-2-carbonitrile). Isolated yield 14.5%. Reaction SMILES: [C-:1]#[N:2].[Na+].[Br:4][C:5]1[C:6]([CH3:12])=[N:7][C:8](F)=[CH:9][CH:10]=1.O>CS(C)=O>[Br:4][C:5]1[CH:10]=[CH:9][C:8]([C:1]#[N:2])=[N:7][C:6]=1[CH3:12] |f:0.1|. Procedure: NaCN (4 g, 82 mmol) was added to a solution of 3-bromo-6-fluoro-2-methyl-pyridine (4 g, 21 mmol) in DMSO (100 mL) The mixture was stirred for 2 h at 100° C., poured into H2O (100 mL) and extracted with ethyl acetate (2×100 mL). The organic layers were dried over Na2SO4, concentrated and purified by flash column chromatography (silica gel, 10 g, eluting with 10% ethyl acetate in petroleum ether) to give the title compound (0.6 g, 15%) as white solid; MS (EI): m/e=197.0 [1\4+H]+. Reactants: COC(C)=O, CN1CCCC1, COCCl. The product is COC[N+]1(C)CCCC1, [Cl-]. RXN SMILES: [C:11]([O:12][CH3:13])(=[O:14])[CH3:15].[CH3:1][N:2]1[CH2:3][CH2:4][CH2:5][CH2:6]1.[CH3:7][O:8][CH2:9][Cl:10]>>[CH3:1][N+:2]1([CH2:9][O:8][CH3:7])[CH2:3][CH2:4][CH2:5][CH2:6]1.[Cl-:10]. The reactants are C(C)(C)(C)OC(N(CC)CCCOC1=CC=C(C=C1)NC=1SC(=C(N1)N)C(C1=CC(=C(C=C1)OC)F)=O)=O ((3-[4-[4-Amino-5-(3-fluoro-4-methoxy-benzoyl)-thiazol-2-ylamino]-phenoxy]-propyl)-ethyl-carbamic acid tert-butyl ester), FC(C(=O)O)(F)F (trifluoroacetic acid). Run in ClCCl (dichloromethane). Conditions: time 1 hour. Product: NC=1N=C(SC1C(=O)C1=CC(=C(C=C1)OC)F)NC1=CC=C(C=C1)OCCCNCC ([4-Amino-2-[4-(3-ethylamino-propoxy)-phenylamino]-thiazol-5-yl]-(3-fluoro-4-methoxyphenyl)-methanone). The yield is 88.8%. RXN SMILES: C(OC(=O)[N:7]([CH2:10][CH2:11][CH2:12][O:13][C:14]1[CH:19]=[CH:18][C:17]([NH:20][C:21]2[S:22][C:23]([C:27](=[O:37])[C:28]3[CH:33]=[CH:32][C:31]([O:34][CH3:35])=[C:30]([F:36])[CH:29]=3)=[C:24]([NH2:26])[N:25]=2)=[CH:16][CH:15]=1)[CH2:8][CH3:9])(C)(C)C.FC(F)(F)C(O)=O>ClCCl>[NH2:26][C:24]1[N:25]=[C:21]([NH:20][C:17]2[CH:18]=[CH:19][C:14]([O:13][CH2:12][CH2:11][CH2:10][NH:7][CH2:8][CH3:9])=[CH:15][CH:16]=2)[S:22][C:23]=1[C:27]([C:28]1[CH:33]=[CH:32][C:31]([O:34][CH3:35])=[C:30]([F:36])[CH:29]=1)=[O:37]. Procedure: To a solution of (3-[4-[4-Amino-5-(3-fluoro-4-methoxybenzoyl)-thiazol-2-ylamino]-phenoxy]-propyl)-ethyl-carbamic acid tert-butyl ester (220.5 mg) (from Step A above) in dichloromethane (6 mL) at 0° C. was added trifluoroacetic acid (3 mL). After stirring for 1 hour, the mixture was concentrated and the residue was purified on HPLC to [4-Amino-2-[4-(3-ethylamino-propoxy)-phenylamino]-thiazol-5-yl]-(3-fluoro-4-methoxyphenyl)-methanone (159.8 mg, 89% yield) as a light yellow solid. HRMS, observed: ... RXN SMILES: [CH3:1][C:2]1[CH:3]=[C:4]([CH:8]=[CH:9][C:10]=1[C:11]([N:13]1[CH2:17][CH2:16][CH2:15][CH2:14]1)=[O:12])[C:5]([OH:7])=O.CN(C(ON1N=NC2C=CC=CC1=2)=[N+](C)C)C.[B-](F)(F)(F)F.C(N(C(C)C)CC)(C)C.[Cl:49][C:50]1[CH:62]=[CH:61][C:53]2[NH:54][C:55]([C:57]3([NH2:60])[CH2:59][CH2:58]3)=[N:56][C:52]=2[CH:51]=1.ClCl>O1CCCC1.C(OCC)(=O)C.C(O)C>[Cl:49][C:50]1[CH:62]=[CH:61][C:53]2[NH:54][C:55]([C:57]3([NH:60][C:5](=[O:7])[C:4]4[CH:8]=[CH:9][C:10]([C:11]([N:13]5[CH2:17][CH2:16][CH2:15][CH2:14]5)=[O:12])=[C:2]([CH3:1])[CH:3]=4)[CH2:58][CH2:59]3)=[N:56][C:52]=2[CH:51]=1 |f:1.2,7.8|. Reactants: ClCl (chlorine), C23H23ClN4O2, CC=1C=C(C(=O)O)C=CC1C(=O)N1CCCC1 (3-methyl-4-(pyrrolidin-1-ylcarbonyl)benzoic acid), CN(C)C(=[N+](C)C)ON1C2=C(C=CC=C2)N=N1.[B-](F)(F)(F)F (TBTU), C(C)(C)N(CC)C(C)C (diisopropylethylamine), ClC1=CC2=C(NC(=N2)C2(CC2)N)C=C1 (1-(5-chloro-1H-benzimidazol-2-yl)cyclopropylamine). Yield: 44.0%. The product is ClC1=CC2=C(NC(=N2)C2(CC2)NC(C2=CC(=C(C=C2)C(=O)N2CCCC2)C)=O)C=C1 (N-[1-(5-chloro-1H-benzimidazol-2-yl)cyclopropyl]-3-methyl-4-(pyrrolidin-1-ylcarbonyl)benzamide). Reported procedure: Prepared analogously to Example 1g from 3-methyl-4-(pyrrolidin-1-ylcarbonyl)benzoic acid, TBTU, diisopropylethylamine, and 1-(5-chloro-1H-benzimidazol-2-yl)cyclopropylamine in tetrahydrofuran. Yield: 44%; Rf value: 0.37 (silica gel; ethyl acetate/ethanol=9:1); C23H23ClN4O2 (422.91); mass spectrum: (M+H)+=423/425 (chlorine isotope). Run in C(C)(=O)OCC.C(C)O (ethyl acetate ethanol), O1CCCC1 (tetrahydrofuran). The reactants are O=C([O-])[O-], CCCBr, CC(C)=O, [K+], [K+], N#Cc1ccccc1O. Yields the product CCCOc1ccccc1C#N. As a reaction SMILES: [C:10](=[O:11])([O-:12])[O-:13].[CH2:16]([CH2:17][CH3:18])[Br:19].[CH3:20][C:21](=[O:22])[CH3:23].[K+:14].[K+:15].[OH:1][c:2]1[c:3]([C:4]#[N:5])[cH:6][cH:7][cH:8][cH:9]1>>[O:1]([c:2]1[c:3]([C:4]#[N:5])[cH:6][cH:7][cH:8][cH:9]1)[CH2:16][CH2:17][CH3:18].